From a dataset of the Open Reaction Database (ORD), a public repository of structured organic reaction records. describe an organic reaction: reactants, conditions, products, and yield Reported procedure: A solution of 2-benzyloxy-1-chloroethane (Synthesis, 1990, 495.) (7.2 g, 0.043 mol) and thiourea (3.2 g; 0.043 mol) in 95% ethanol (50 ml) was refluxed for 24 hours. To the reaction mixture, potassium hydroxide (4 g, 0.061 mol) and water (40 ml) were added and they were refluxed for 5 hours. The solvent was then distilled off under reduced pressure. The residue was neutralized with a 10% aqueous solution of sulfuric acid, followed by extraction with ethyl ether. The ether solution was washed wit... The product is C(C1=CC=CC=C1)OCCS (2-benzyloxyethanethiol). Run in C(C)O (ethanol). Starting materials: C(C1=CC=CC=C1)OCCCl (2-benzyloxy-1-chloroethane), NC(=S)N (thiourea), [OH-].[K+] (potassium hydroxide), O (water). Reaction SMILES: [CH2:1]([O:8][CH2:9][CH2:10]Cl)[C:2]1[CH:7]=[CH:6][CH:5]=[CH:4][CH:3]=1.NC(N)=[S:14].[OH-].[K+].O>C(O)C>[CH2:1]([O:8][CH2:9][CH2:10][SH:14])[C:2]1[CH:7]=[CH:6][CH:5]=[CH:4][CH:3]=1 |f:2.3|. Yield: 58.1%. The reactants are Cc1nc(C#Cc2cccc(Cl)c2)c[nH]1, Cc1ccnc(F)c1. Yields the product Cc1ccnc(-n2cc(C#Cc3cccc(Cl)c3)nc2C)c1. Reaction SMILES: [Cl:1][c:2]1[cH:3][c:4]([C:8]#[C:9][c:10]2[n:11][c:12]([CH3:15])[nH:13][cH:14]2)[cH:5][cH:6][cH:7]1.[F:16][c:17]1[n:18][cH:19][cH:20][c:21]([CH3:23])[cH:22]1>>[Cl:1][c:2]1[cH:3][c:4]([C:8]#[C:9][c:10]2[n:11][c:12]([CH3:15])[n:13](-[c:17]3[n:18][cH:19][cH:20][c:21]([CH3:23])[cH:22]3)[cH:14]2)[cH:5][cH:6][cH:7]1. Procedure details: A suspension of 11.95 g (34.9 mmol) of methoxymethyltriphenylphosphonium chloride in 200 ml of anhydrous tetrahydrofuran was cooled to 0° C. under N2 atmosphere and treated dropwise with 14.3 ml (35.8 mmol) of n-butyllithium. The resulting solution was stirred for 15 min, treated with 3.70 g (17 mmol) of the resultant compound of Example 97, and stirred at ambient temperature for 3 h. After concentration of the solvent in vacuo, and the residue was taken up in ethyl acetate, washed sequentially ... Solvent: C(C)(=O)OCC (ethyl acetate). Yield: 48.0%. The reactants are C(CCC)[Li] (n-butyllithium), [Cl-].COC[P+](C1=CC=CC=C1)(C1=CC=CC=C1)C1=CC=CC=C1 (methoxymethyltriphenylphosphonium chloride), O1CCCC1 (tetrahydrofuran), C(=O)C1=C(NC2=CC=CC=C12)C(=O)OCC (Ethyl 3-Formylindole-2-carboxylate). RXN SMILES: [Cl-].[CH3:2][O:3]C[P+](C1C=CC=CC=1)(C1C=CC=CC=1)C1C=CC=CC=1.C([Li])CCC.[CH:29]([C:31]1[C:39]2[C:34](=[CH:35][CH:36]=[CH:37][CH:38]=2)[NH:33][C:32]=1[C:40](OCC)=O)=[O:30].[O:45]1[CH2:49][CH2:48]CC1>C(OCC)(=O)C>[CH3:48][CH2:49][O:45][C:29]([C:31]1[C:39]2[C:34](=[CH:35][CH:36]=[CH:37][CH:38]=2)[NH:33][C:32]=1[CH2:40][CH:2]=[O:3])=[O:30] |f:0.1|. Run at temperature 0 celsius, time 15 minute. Yields the product CCOC(=O)C1=C(NC2=CC=CC=C12)CC=O ([3-(2-Ethoxycarbonyl)indolyl]acetaldehyde). The reactants are C1C=CC2C1C3CC2C=C3 (dicyclopentadiene), C1C=CC2C1C3CC2C=C3 (dicyclopentadiene), C12C=CC(CC1)C2 (2-norbornene). The product is C=C.C1C=CC2C1C3CC2C=C3.C12C=CC(CC1)C2 (ethylene dicyclopentadiene 2-norbornene). Yield: 24.5%. As a reaction SMILES: [CH2:1]1[CH:5]2[CH:6]3[CH:10]=[CH:9][CH:8]([CH:4]2[CH:3]=[CH:2]1)[CH2:7]3.[CH:11]12[CH2:17][CH:14]([CH2:15][CH2:16]1)[CH:13]=[CH:12]2>>[CH2:1]=[CH2:2].[CH2:1]1[CH:5]2[CH:6]3[CH:10]=[CH:9][CH:8]([CH:4]2[CH:3]=[CH:2]1)[CH2:7]3.[CH:11]12[CH2:17][CH:14]([CH2:15][CH2:16]1)[CH:13]=[CH:12]2 |f:2.3.4|. Reported procedure: A copolymerization reaction was carried out in the same manner as in Example 1 except that in Example 1, 20 g (150 mmol) of dicyclopentadiene was changed to 10 g (75 mmol) of dicyclopentadiene and 7 g (75 mmol) of 2-norbornene, to obtain 4.68 g of an ethylene/dicyclopentadiene/2-norbornene terpolymer. The catalytic activity was 51.4 kg polymer/g-Zr, and the content of the dicyclopentadiene component and the content of the 2-norbornene component in the copolymer were as high as 25.7 mol % and 41.... Starting materials: CCO, Cc1nc(Cl)n2nc(-c3ccccc3Cl)c(-c3ccc(Cl)cc3)c2n1, [H-], [Na+]. The product is CCOc1nc(C)nc2c(-c3ccc(Cl)cc3)c(-c3ccccc3Cl)nn12. Reaction SMILES: [CH3:28][CH2:29][OH:30].[Cl:1][c:2]1[n:3][c:4]([CH3:25])[n:5][c:6]2[n:7]1[n:8][c:9](-[c:18]1[c:19]([Cl:24])[cH:20][cH:21][cH:22][cH:23]1)[c:10]2-[c:11]1[cH:12][cH:13][c:14]([Cl:17])[cH:15][cH:16]1.[H-:27].[Na+:26]>>[c:2]1([O:30][CH2:29][CH3:28])[n:3][c:4]([CH3:25])[n:5][c:6]2[n:7]1[n:8][c:9](-[c:18]1[c:19]([Cl:24])[cH:20][cH:21][cH:22][cH:23]1)[c:10]2-[c:11]1[cH:12][cH:13][c:14]([Cl:17])[cH:15][cH:16]1. The reactants are COC(C)(C)C (methyl-tert-butyl ether), C(CCC)(=O)OC(CCC)OC(=S)C (1-Methylthiocarbonyloxybutyl butanoate). Reaction SMILES: COC(C)(C)C.[C:7]([O:12][CH:13]([O:17][C:18]([CH3:20])=[S:19])[CH2:14][CH2:15][CH3:16])(=[O:11])[CH2:8][CH2:9][CH3:10]>O>[C:7]([O:12][C@@H:13]([O:17][C:18]([CH3:20])=[S:19])[CH2:14][CH2:15][CH3:16])(=[O:11])[CH2:8][CH2:9][CH3:10]. Reported procedure: A mixture of 33 mL methyl-tert-butyl ether (MTBE) and 0.33 mL water was stirred until a clear solution was obtained (ca. 5 hrs). To this solution was added methylthiocarbonyloxybutyl butanoate (2e) (2.0 g) and PLE/MPEG (60 mg/1 g; 12.65 g). The resulting suspension was stirred at room temperature. The reaction was monitored by 1H-NMR using a chiral solvating agent. After ca. 5 days, the reaction was quenched by filtration through a pad of CELITE® 545. The supernatant was washed with water, aqueo... The solvent is O (water). Yield: 10.0%. Run at time 5 day. Yields the product C(CCC)(=O)O[C@H](CCC)OC(=S)C ((1S)-1-Methylthiocarbonyloxybutyl butanoate).